This data is from the Open Reaction Database (ORD), a public repository of structured organic reaction records. The task is: describe an organic reaction: reactants, conditions, products, and yield Reactants: CC(=O)O, CO, CC(=NO)c1cccc(Cl)c1C, [Zn]. Yields the product Cc1c(Cl)cccc1C(C)N. As a reaction SMILES: [CH3:13][C:14](=[O:15])[OH:16].[CH3:17][OH:18].[Cl:1][c:2]1[c:3]([CH3:12])[c:4]([C:8]([CH3:9])=[N:10][OH:11])[cH:5][cH:6][cH:7]1.[Zn:19]>>[Cl:1][c:2]1[c:3]([CH3:12])[c:4]([CH:8]([CH3:9])[NH2:10])[cH:5][cH:6][cH:7]1. The reactants are N#Cc1ccccc1-c1ccc(CBr)cc1F, [H-], [Na+], CCCCC(=O)CC(=O)OC, C1CCOC1. Product: CCCCC(=O)C(Cc1ccc(-c2ccccc2C#N)c(F)c1)C(=O)OC. Reaction SMILES: [Br:14][CH2:15][c:16]1[cH:17][c:18]([F:30])[c:19](-[c:22]2[c:23]([C:28]#[N:29])[cH:24][cH:25][cH:26][cH:27]2)[cH:20][cH:21]1.[H-:12].[Na+:13].[O:1]=[C:2]([CH2:3][C:4](=[O:5])[O:6][CH3:7])[CH2:8][CH2:9][CH2:10][CH3:11].[O:31]1[CH2:32][CH2:33][CH2:34][CH2:35]1>>[O:1]=[C:2]([CH:3]([C:4](=[O:5])[O:6][CH3:7])[CH2:15][c:16]1[cH:17][c:18]([F:30])[c:19](-[c:22]2[c:23]([C:28]#[N:29])[cH:24][cH:25][cH:26][cH:27]2)[cH:20][cH:21]1)[CH2:8][CH2:9][CH2:10][CH3:11]. Starting materials: CC1=C(SC=C1C)C1=C(N=C2N1N=C(C=C2C(CC)CC)C)C (3-(3,4-dimethyl-thiophen-2-yl)-8-(1-ethyl-propyl)-2,6-dimethyl-imidazo[1,2-b]pyridazine), C(Cl)Cl (CH2Cl2), C1CC(=O)N(C1=O)Br (NBS). Run in CCOCC (Et2O). Run at time 1 hour. Product: BrC1=C(C(=C(S1)C1=C(N=C2N1N=C(C=C2C(CC)CC)C)C)C)C (3-(5-bromo-3,4-dimethyl-thiophen-2-yl)-8-(1-ethyl-propyl)-2,6-dimethyl-imidazo[1,2-b]pyridazine). Isolated yield 80.8%. Reaction SMILES: [CH3:1][C:2]1[C:6]([CH3:7])=[CH:5][S:4][C:3]=1[C:8]1[N:12]2[N:13]=[C:14]([CH3:22])[CH:15]=[C:16]([CH:17]([CH2:20][CH3:21])[CH2:18][CH3:19])[C:11]2=[N:10][C:9]=1[CH3:23].C(Cl)Cl.C1C(=O)N([Br:34])C(=O)C1>CCOCC>[Br:34][C:5]1[S:4][C:3]([C:8]2[N:12]3[N:13]=[C:14]([CH3:22])[CH:15]=[C:16]([CH:17]([CH2:18][CH3:19])[CH2:20][CH3:21])[C:11]3=[N:10][C:9]=2[CH3:23])=[C:2]([CH3:1])[C:6]=1[CH3:7]. Reported procedure: To a solution of 3-(3,4-dimethyl-thiophen-2-yl)-8-(1-ethyl-propyl)-2,6-dimethyl-imidazo[1,2-b]pyridazine (0.41 g, 1.25 mmol) and CH2Cl2 (30 mL) is added NBS (0.23 g, 1.32 mmol). The solution is stirred for 1 hour, diluted with Et2O (100 mL), washed with water (3×100 mL), brine (100 mL), dried (MgSO4) filtered and concentrated to furnish the title compound (0.41 g, 1.01 mmol, 80%). 1H NMR (CDCl3) δ 0.86 (t, J=7.4 Hz, 6H), 1.72-1.94 (m, 4H), 2.02 (s, 3H), 2.18 (s, 3H), 2.43 (s, 3H), 2.49 (s, 3H), ... Reactants: CS(C)=O, CC1CNCC(C)N1, CO, ClCCl, Nc1ncc(-c2nc(N3CCOCC3)c3nc(Cl)n(CC4CC4)c3n2)cn1. Yields the product CC1CN(c2nc3c(N4CCOCC4)nc(-c4cnc(N)nc4)nc3n2CC2CC2)CC(C)N1. RXN SMILES: [CH3:1][S:2](=[O:3])[CH3:4].[CH3:32][CH:33]1[NH:34][CH:35]([CH3:39])[CH2:36][NH:37][CH2:38]1.[CH3:40][OH:41].[Cl:42][CH2:43][Cl:44].[Cl:5][c:6]1[n:7]([CH2:28][CH:29]2[CH2:30][CH2:31]2)[c:8]2[n:9][c:10](-[c:21]3[cH:22][n:23][c:24]([NH2:27])[n:25][cH:26]3)[n:11][c:12]([N:15]3[CH2:16][CH2:17][O:18][CH2:19][CH2:20]3)[c:13]2[n:14]1>>[c:6]1([N:37]2[CH2:36][CH:35]([CH3:39])[NH:34][CH:33]([CH3:32])[CH2:38]2)[n:7]([CH2:28][CH:29]2[CH2:30][CH2:31]2)[c:8]2[n:9][c:10](-[c:21]3[cH:22][n:23][c:24]([NH2:27])[n:25][cH:26]3)[n:11][c:12]([N:15]3[CH2:16][CH2:17][O:18][CH2:19][CH2:20]3)[c:13]2[n:14]1.